From a dataset of the Open Reaction Database (ORD), a public repository of structured organic reaction records. describe an organic reaction: reactants, conditions, products, and yield Starting materials: C(C)(=O)OC=1C(=C(C(=O)CC(=O)OCC)C=C(C1F)F)F (ethyl 3-acetoxy-2,4,5-trifluorobenzoylacetate), CC(CO)N (DL-2-aminopropanol), C(C)(=O)OC(C)=O (acetic anhydride), ortho-ethyl formate. Run in ClCCl (dichloromethane). Yields the product C(C)OC(C(=CNC(CO)C)C(C1=C(C(=C(C(=C1)F)F)OC(C)=O)F)=O)=O (ethyl-2-(3-acetoxy-2,4,5-trifluorobenzoyl)-3-(2-hydroxy-1-methylethyl)aminoacrylate). Reaction SMILES: [C:1]([O:4][C:5]1[C:6]([F:21])=[C:7]([CH:16]=[C:17]([F:20])[C:18]=1[F:19])[C:8]([CH2:10][C:11]([O:13][CH2:14][CH3:15])=[O:12])=[O:9])(=[O:3])[CH3:2].[C:22](OC(=O)C)(=O)C.[CH3:29][CH:30]([NH2:33])[CH2:31][OH:32]>ClCCl>[CH2:14]([O:13][C:11](=[O:12])[C:10]([C:8](=[O:9])[C:7]1[CH:16]=[C:17]([F:20])[C:18]([F:19])=[C:5]([O:4][C:1](=[O:3])[CH3:2])[C:6]=1[F:21])=[CH:22][NH:33][CH:30]([CH3:29])[CH2:31][OH:32])[CH3:15]. Procedure: To 7.64 g (0.025 mole) of the ethyl 3-acetoxy-2,4,5-trifluorobenzoylacetate (VIII) thus obtained were added 20 ml of acetic anhydride and 6 ml of ortho-ethyl formate and the mixture was refluxed for 2 hours and then condensed under reduced pressure. The residue was dissolved in 50 ml of dichloromethane, added 1.91 g (0.026 mole) of DL-2-aminopropanol and allowed to stand over night. Dichloromethane was distilled under reduced pressure and the residue was applied to silica gel column chromatograp...